Dataset: the Open Reaction Database (ORD), a public repository of structured organic reaction records. Task: describe an organic reaction: reactants, conditions, products, and yield The reactants are COC(\C=C\C=1C=NC(=CC1)Br)=O ((E)-3-(6-bromopyridin-3-yl)acrylic acid methyl ester), FC1=C(C=CC(=C1)F)B(O)O (2,4-difluorophenylboronic acid), C1(=CC=CC=C1)P(C1=CC=CC=C1)C1=CC=CC=C1 (triphenylphosphane), C([O-])([O-])=O.[Cs+].[Cs+] (cesium carbonate). The reagents and catalysts are C(C)(=O)[O-].[Pd+2].C(C)(=O)[O-] (palladium(II)acetate). Run in O (water), O1CCOCC1 (dioxane). Product: COC(\C=C\C=1C=NC(=CC1)C1=C(C=C(C=C1)F)F)=O ((E)-3-(6-(2,4-Difluorophenyl)pyridin-3-yl)acrylic acid methyl ester). Reaction SMILES: [CH3:1][O:2][C:3](=[O:13])/[CH:4]=[CH:5]/[C:6]1[CH:7]=[N:8][C:9](Br)=[CH:10][CH:11]=1.[F:14][C:15]1[CH:20]=[C:19]([F:21])[CH:18]=[CH:17][C:16]=1B(O)O.C1(P(C2C=CC=CC=2)C2C=CC=CC=2)C=CC=CC=1.C(=O)([O-])[O-].[Cs+].[Cs+]>O1CCOCC1.C([O-])(=O)C.[Pd+2].C([O-])(=O)C.O>[CH3:1][O:2][C:3](=[O:13])/[CH:4]=[CH:5]/[C:6]1[CH:7]=[N:8][C:9]([C:18]2[CH:17]=[CH:16][C:15]([F:14])=[CH:20][C:19]=2[F:21])=[CH:10][CH:11]=1 |f:3.4.5,7.8.9|. Procedure details: 1.0 g (4.13 mmol) of (E)-3-(6-bromopyridin-3-yl)acrylic acid methyl ester, 782.8 mg (4.95 mmol) of 2,4-difluorophenylboronic acid, 108.4 mg (0.413 mmol) of triphenylphosphane, 46.38 mg (0.2 mmol) of palladium(II)acetate and 1.75 g (5.37 mmol) of cesium carbonate were stirred in 40 ml of dioxane and 15 ml water under argon at 100° C. for 6 h. The mixture was filtered, evaporated and the residue dissolved in methanol. By treatment with thionyl chloride the partially saponified methyl ester was re-... The reactants are C1C(CC2=CC=CC=C12)=O (indan-2-one), C(C#CC)N (but-2-ynylamine), Intermediates 1. Reaction conditions: time 12 minute. Product: CC1=C2C(=NC=C1)CC=1C=CC=CC12 (4-methyl-9H-indeno[2,1-b]pyridine). Isolated yield 22.0%. As a reaction SMILES: [CH2:1]1[C:9]2[C:4](=[CH:5][CH:6]=[CH:7][CH:8]=2)[CH2:3][C:2]1=O.[CH2:11]([NH2:15])[C:12]#[C:13][CH3:14]>>[CH3:14][C:13]1[CH:12]=[CH:11][N:15]=[C:2]2[CH2:3][C:4]3[CH:5]=[CH:6][CH:7]=[CH:8][C:9]=3[C:1]=12. Procedure: The title compound is prepared from indan-2-one and but-2-ynylamine following a procedure analogous to that described in Step 1 of Intermediates 1 and 2; the reaction is carried out in a microwave oven at 100° C. for 12 min. Yield: 22% of theory; LC (method 1): tR=1.98 min; Mass spectrum (ESI+): m/z=182 [M+H]+. Starting materials: C1CCOC1, CNCc1csc(C(C)C)n1, [H-], [Na+], CC(C)C(NC(=O)Oc1ccccc1)C(=O)O, O. Yields the product CC(C)c1nc(CN(C)C(=O)NC(C(=O)O)C(C)C)cs1. As a reaction SMILES: [CH2:32]1[O:33][CH2:34][CH2:35][CH2:36]1.[CH3:3][NH:4][CH2:5][c:6]1[n:7][c:8]([CH:11]([CH3:12])[CH3:13])[s:9][cH:10]1.[H-:2].[Na+:1].[O:14]([c:16]1[cH:17][cH:18][cH:19][cH:20][cH:22]1)[C:21](=[O:15])[NH:23][CH:24]([CH:25]([CH3:26])[CH3:27])[C:28](=[O:29])[OH:30].[OH2:31]>>[CH3:3][N:4]([CH2:5][c:6]1[n:7][c:8]([CH:11]([CH3:12])[CH3:13])[s:9][cH:10]1)[C:21](=[O:14])[NH:23][CH:24]([CH:25]([CH3:26])[CH3:27])[C:28](=[O:29])[OH:30]. The reactants are BrC1=NC=CC=C1 (2-bromopyridine), C(C1=CC=CC=C1)N1CCC(CC1)N (1-benzyl-4-aminopiperidine). Yields the product C(C1=CC=CC=C1)N1CCC(CC1)NC1=NC=CC=C1 (1-Benzyl-4-(pyridin-2-ylamino)piperidine). As a reaction SMILES: Br[C:2]1[CH:7]=[CH:6][CH:5]=[CH:4][N:3]=1.[CH2:8]([N:15]1[CH2:20][CH2:19][CH:18]([NH2:21])[CH2:17][CH2:16]1)[C:9]1[CH:14]=[CH:13][CH:12]=[CH:11][CH:10]=1>>[CH2:8]([N:15]1[CH2:20][CH2:19][CH:18]([NH:21][C:2]2[CH:7]=[CH:6][CH:5]=[CH:4][N:3]=2)[CH2:17][CH2:16]1)[C:9]1[CH:10]=[CH:11][CH:12]=[CH:13][CH:14]=1. Procedure details: Prepared from 2-bromopyridine and 1-benzyl-4-aminopiperidine using Method A-B. Starting materials: ClC1=C(CC2=CC=C(N=N2)C=2OC(=CN2)C)C=C(C=C1)[C@@H]1O[C@@H]([C@H]([C@@H]([C@H]1OCC1=CC=CC=C1)OCC1=CC=CC=C1)OCC1=CC=CC=C1)COCC1=CC=CC=C1 (2-(6-(2-Chloro-5-((2S,3S,4R,5R,6R)-3,4,5-tris(benzyloxy)-6-(benzyloxymethyl)-tetrahydro-2H-pyran-2-yl)benzyl)pyridazin-3-yl)-5-methyloxazole), I[Si](C)(C)C (Iodotrimethylsilane). The solvent is C(C)#N (acetonitrile). Reaction conditions: temperature 50 celsius. Yields the product ClC1=C(C=C(C=C1)[C@@H]1O[C@@H]([C@H]([C@@H]([C@H]1O)O)O)CO)CC=1N=NC(=CC1)C=1OC(=CN1)C ((2S,3R,4R,5S,6R)-2-(4-Chloro-3-((6-(5-methyloxazol-2-yl)pyridazin-3-yl)methyl)phenyl)-6-(hydroxymethyl)-tetrahydro-2H-pyran-3,4,5-triol). Isolated yield 11.7%. Reaction SMILES: [Cl:1][C:2]1[CH:20]=[CH:19][C:18]([C@H:21]2[C@H:26]([O:27]CC3C=CC=CC=3)[C@@H:25]([O:35]CC3C=CC=CC=3)[C@H:24]([O:43]CC3C=CC=CC=3)[C@@H:23]([CH2:51][O:52]CC3C=CC=CC=3)[O:22]2)=[CH:17][C:3]=1[CH2:4][C:5]1[N:10]=[N:9][C:8]([C:11]2[O:12][C:13]([CH3:16])=[CH:14][N:15]=2)=[CH:7][CH:6]=1.I[Si](C)(C)C>C(#N)C>[Cl:1][C:2]1[CH:20]=[CH:19][C:18]([C@H:21]2[C@H:26]([OH:27])[C@@H:25]([OH:35])[C@H:24]([OH:43])[C@@H:23]([CH2:51][OH:52])[O:22]2)=[CH:17][C:3]=1[CH2:4][C:5]1[N:10]=[N:9][C:8]([C:11]2[O:12][C:13]([CH3:16])=[CH:14][N:15]=2)=[CH:7][CH:6]=1. Reported procedure: To a solution of 2-(6-(2-chloro-5-((2S,3S,4R,5R,6R)-3,4,5-tris(benzyloxy)-6-(benzyloxymethyl)-tetrahydro-2H-pyran-2-yl)benzyl)pyridazin-3-yl)-5-methyloxazole (1.2 mmol) from Step 2 in acetonitrile (5 mL) was added Iodotrimethylsilane (3 mL). The resulting reaction mixture was heated to 50° C. overnight. After cooling to 0° C., the reaction quenched with methanol and concentrated in vacuo. Purification by reverse phase preparative HPLC (Gilson®, SunFire™ Prep, 5 to 50% acetonitrile in water gradi... The reactants are [OH-].[K+] (Potassium hydroxide), BrC=1C(=C(N(C1)S(=O)(=O)C1=CC=C(C=C1)C)C#N)C (4-bromo-3-methyl-1-(4-methylbenzenesulphonyl)-1H-pyrrole-2-carbonitrile), IC (iodomethane), [H-].[Na+] (NaH). Run in CO (methanol), O1CCCC1 (tetrahydrofuran). Reaction conditions: time 15 minute. The product is BrC=1C(=C(N(C1)C)C#N)C (4-Bromo-1,3-dimethyl-1H-pyrrole-2-carbonitrile). RXN SMILES: [OH-].[K+].[Br:3][C:4]1[C:5]([CH3:21])=[C:6]([C:19]#[N:20])[N:7](S(C2C=CC(C)=CC=2)(=O)=O)[CH:8]=1.[H-].[Na+].I[CH3:25]>CO.O1CCCC1>[Br:3][C:4]1[C:5]([CH3:21])=[C:6]([C:19]#[N:20])[N:7]([CH3:25])[CH:8]=1 |f:0.1,3.4|. Reported procedure: Potassium hydroxide (3.65 g, 65.1 mmol) is added all at once to a suspension of 4-bromo-3-methyl-1-(4-methylbenzenesulphonyl)-1H-pyrrole-2-carbonitrile (4.66 g, 13.7 mmol) in methanol (95 mL) cooled using an ice bath. After 15 minutes, the suspension is stirred at ambient temperature for 17 hours. The methanol is evaporated to dryness. The evaporation residue is taken up in MTBE (25 mL) and washed with water (25 mL). The aqueous phase is extracted with MTBE (2×25 mL). The combined organic phases... The reactants are FC1=C(C#N)C=CC(=C1)O (2-fluoro-4-hydroxy-benzonitrile), FC(C=1C=C(CBr)C=C(C1)C(F)(F)F)(F)F (3,5-bis(trifluoromethyl)benzylbromide). Yields the product FC(C=1C=C(COC2=CC(=C(C#N)C=C2)F)C=C(C1)C(F)(F)F)(F)F (4-(3,5-Bis-trifluoromethyl-benzyloxy)-2-fluoro-benzonitrile). Yield: 99.0%. RXN SMILES: [F:1][C:2]1[CH:9]=[C:8]([OH:10])[CH:7]=[CH:6][C:3]=1[C:4]#[N:5].[F:11][C:12]([F:26])([F:25])[C:13]1[CH:14]=[C:15]([CH:18]=[C:19]([C:21]([F:24])([F:23])[F:22])[CH:20]=1)[CH2:16]Br>>[F:11][C:12]([F:25])([F:26])[C:13]1[CH:14]=[C:15]([CH:18]=[C:19]([C:21]([F:24])([F:22])[F:23])[CH:20]=1)[CH2:16][O:10][C:8]1[CH:7]=[CH:6][C:3]([C:4]#[N:5])=[C:2]([F:1])[CH:9]=1. Reported procedure: As described for example 1a, 2-fluoro-4-hydroxy-benzonitrile (1.5 g, 10.5 mmol) [using 3,5-bis(trifluoromethyl)benzylbromide instead of 3-fluorobenzylbromide] was converted to the title compound (3.8 g, 99%) which was obtained as a white solid. MS: m/e=363.0 (M+).